describe an organic reaction: reactants, conditions, products, and yield From a dataset of the Open Reaction Database (ORD), a public repository of structured organic reaction records. Starting materials: C(CCl)Cl (EDC), NC1=CC=C(C=N1)/C=C/C(=O)O ((E)-3-(6-amino-pyridin-3-yl)acrylic acid), C(C)(C)OC1=C(CCN)C=CC=C1OC ((2-isopropoxy-3-methoxy-benzyl)methylamine), C=1C=CC2=C(C1)N=NN2O (HOBt), CCN(C(C)C)C(C)C (DIPEA), Cl (HCl). Run in O (water), CN(C)C=O (DMF), C(Cl)Cl (CH2Cl2). Conditions: time 18 hour. The product is Cl.NC1=CC=C(C=N1)/C=C/C(=O)N(C)CC1=C(C(=CC=C1)OC)OC(C)C ((E)-3-(6-amino-pyridin-3-yl)-N-(2-isopropoxy-3-methoxy-benzyl)-N-methyl-acrylamide hydrochloride). Isolated yield 45.9%. RXN SMILES: C(Cl)C[Cl:3].[NH2:5][C:6]1[N:11]=[CH:10][C:9](/[CH:12]=[CH:13]/[C:14]([OH:16])=O)=[CH:8][CH:7]=1.[CH:17]([O:20][C:21]1[C:29]([O:30][CH3:31])=[CH:28][CH:27]=[CH:26][C:22]=1[CH2:23]CN)([CH3:19])[CH3:18].C1C=CC2N(O)N=[N:38][C:36]=2C=1.CCN(C(C)C)C(C)C.Cl>CN(C=O)C.O.C(Cl)Cl>[ClH:3].[NH2:5][C:6]1[N:11]=[CH:10][C:9](/[CH:12]=[CH:13]/[C:14]([N:38]([CH2:23][C:22]2[CH:26]=[CH:27][CH:28]=[C:29]([O:30][CH3:31])[C:21]=2[O:20][CH:17]([CH3:18])[CH3:19])[CH3:36])=[O:16])=[CH:8][CH:7]=1 |f:9.10|. Procedure: EDC (231 mg, 1.2 mmol) was added to a solution of (E)-3-(6-amino-pyridin-3-yl)acrylic acid (164 mg, 1.0 mmol), (2-isopropoxy-3-methoxy-benzyl)methylamine (230 mg, 1.1 mmol), HOBt*H2O (149 mg, 1.1 mmol) and DIPEA (525 μL, 3.0 mmol) in dry DMF (10. L). After 18 hr of stirring, the mixture was diluted with water (60 mL) and extracted with EtOAc (2×20 mL). The organic layer was washed with brine (2×30 mL), dried and evaporated. Flash chromatography (silica 1-3% MeOH in CH2Cl2) of the residue furnish... Yields the product ClC=1C=C(C=CC1F)NC=1C2=C(N=CN1)C=NC(=N2)NCC2CCN(CC2)C (4-[(3-Chloro-4-fluorophenyl)amino]-6-[(1-methyl-4-piperidinyl)methylamino]pyrimido[5,4-d]pyrimidine). RXN SMILES: [Cl:1][C:2]1[CH:3]=[C:4]([NH:9][C:10]2[C:11]3[N:19]=[C:18]([NH:20][CH2:21][CH:22]4[CH2:27][CH2:26][NH:25][CH2:24][CH2:23]4)[N:17]=[CH:16][C:12]=3[N:13]=[CH:14][N:15]=2)[CH:5]=[CH:6][C:7]=1[F:8].F[C:29](F)(F)C(O)=O.C=O.C([BH3-])#N.[Na+]>C(Cl)Cl.CO>[Cl:1][C:2]1[CH:3]=[C:4]([NH:9][C:10]2[C:11]3[N:19]=[C:18]([NH:20][CH2:21][CH:22]4[CH2:27][CH2:26][N:25]([CH3:29])[CH2:24][CH2:23]4)[N:17]=[CH:16][C:12]=3[N:13]=[CH:14][N:15]=2)[CH:5]=[CH:6][C:7]=1[F:8] |f:3.4,5.6|. The solvent is C(Cl)Cl.CO (methylene chloride methanol). The reactants are ClC=1C=C(C=CC1F)NC=1C2=C(N=CN1)C=NC(=N2)NCC2CCNCC2 (4-[(3-chloro-4-fluorophenyl)amino]-6-[4-piperidinylmethylamino]pyrimido[5,4-d]pyrimidine), FC(C(=O)O)(F)F (trifluoroacetic acid), C=O (formaldehyde), C(#N)[BH3-].[Na+] (sodium cyanoborohydride). Procedure details: Prepared from 4-[(3-chloro-4-fluorophenyl)amino]-6-[4-piperidinylmethylamino]pyrimido[5,4-d]pyrimidine by reaction with trifluoroacetic acid and subsequent reductive amination with formaldehyde and sodium cyanoborohydride. Melting point: 198°-201° C.; Rf : 0.65 (alumina; methylene chloride/methanol=20:1) RXN SMILES: [C:1]([O:5][C:6](=[O:20])[NH:7][CH2:8][CH2:9][NH:10][C:11]1[CH:16]=[CH:15][CH:14]=[CH:13][C:12]=1[N+:17]([O-])=O)([CH3:4])([CH3:3])[CH3:2].NN.[O-]S([O-])(=O)=O.[Mg+2]>CO.[Ni]>[C:1]([O:5][C:6](=[O:20])[NH:7][CH2:8][CH2:9][NH:10][C:11]1[CH:16]=[CH:15][CH:14]=[CH:13][C:12]=1[NH2:17])([CH3:4])([CH3:2])[CH3:3] |f:2.3|. Solvent: CO (methanol). Reported procedure: A mixture of [2-(2-nitrophenylamino)ethyl]carbamic acid t-butyl ester (6 g, 21.3 mmol) and Raney-Nickel (0.5 g) in methanol is treated dropwise with hydrazine (0.8 mL, 25 mmol), stirred at room temperature until reaction is complete by TLC, treated with Celite and MgSO4 and filtered. The filtercake is washed with methanol. The filtrates are combined and concentrated in vacuo to give the title compound as a brown oil, 3.85 g (72% yield), identified by HPLC and mass spectral analyses. The reactants are NN (hydrazine), C(C)(C)(C)OC(NCCNC1=C(C=CC=C1)[N+](=O)[O-])=O ([2-(2-nitrophenylamino)ethyl]carbamic acid t-butyl ester), [O-]S(=O)(=O)[O-].[Mg+2] (MgSO4). Yields the product C(C)(C)(C)OC(NCCNC1=C(C=CC=C1)N)=O ([2-(2-Aminophenylamino)ethyl]carbamic acid t-butyl ester). The reagents and catalysts are [Ni] (Raney-Nickel). Isolated yield 72.0%. Reaction SMILES: C[O:2][C:3]([C:5]1[CH:32]=[CH:31][C:8]2[N:9]([CH2:27][CH:28]([CH3:30])[CH3:29])[C:10]([NH:12][C:13]3[S:14][C:15]4[CH:21]=[C:20]([O:22][C:23]([F:26])([F:25])[F:24])[CH:19]=[CH:18][C:16]=4[N:17]=3)=[N:11][C:7]=2[CH:6]=1)=[O:4].[OH-].[Li+].CO>C1COCC1>[CH2:27]([N:9]1[C:8]2[CH:31]=[CH:32][C:5]([C:3]([OH:4])=[O:2])=[CH:6][C:7]=2[N:11]=[C:10]1[NH:12][C:13]1[S:14][C:15]2[CH:21]=[C:20]([O:22][C:23]([F:24])([F:25])[F:26])[CH:19]=[CH:18][C:16]=2[N:17]=1)[CH:28]([CH3:30])[CH3:29] |f:1.2|. Procedure details: 1-Isobutyl-2-(6-trifluoromethoxy-benzothiazol-2-ylamino)-1H-benzoimidazole-5-carboxylic acid (570.0 mg) was prepared by following General Procedure E starting from 1-isobutyl-2-(6-trifluoromethoxy-benzothiazol-2-ylamino)-1H-benzoimidazole-5-carboxylic acid methyl ester (660.0 mg) and lithium hydroxide (2.0 N solution, 3.0 mL) MeOH (1.0 mL) and THF (3.0 mL). LCMS: m/z 452; and 1H NMR (DMSO-d6, 400 MHz): δ 8.16 (1H, m), 7.97-7.94 (1H, m), 7.85-7.82 (1H, m), 7.57-7.55 (2H, m), 7.39-7.37 (1H, m), 4.... The yield is 89.1%. The reactants are COC(=O)C1=CC2=C(N(C(=N2)NC=2SC3=C(N2)C=CC(=C3)OC(F)(F)F)CC(C)C)C=C1 (1-isobutyl-2-(6-trifluoromethoxy-benzothiazol-2-ylamino)-1H-benzoimidazole-5-carboxylic acid methyl ester), [OH-].[Li+] (lithium hydroxide), CO (MeOH). Run in C1CCOC1 (THF). Product: C(C(C)C)N1C(=NC2=C1C=CC(=C2)C(=O)O)NC=2SC1=C(N2)C=CC(=C1)OC(F)(F)F (1-Isobutyl-2-(6-trifluoromethoxy-benzothiazol-2-ylamino)-1H-benzoimidazole-5-carboxylic acid). Starting materials: S1CCC(C2=CC=CC(=C12)C(=O)OC)O (Methyl thiochroman-4-ol-8-carboxylate), C1(=CC=C(C=C1)S(=O)(=O)O)C (p-toluenesulphonic acid). Solvent: C1(=CC=CC=C1)C (toluene). Run at time 2 hour. The product is COC(=O)C=1C=CC=C2C=CCSC12 (Methyl-2H-thiochromene-8-carboxylate). Yield: 87.3%. RXN SMILES: [S:1]1[C:10]2[C:5](=[CH:6][CH:7]=[CH:8][C:9]=2[C:11]([O:13][CH3:14])=[O:12])[CH:4](O)[CH2:3][CH2:2]1.C1(C)C=CC(S(O)(=O)=O)=CC=1>C1(C)C=CC=CC=1>[CH3:14][O:13][C:11]([C:9]1[CH:8]=[CH:7][CH:6]=[C:5]2[C:10]=1[S:1][CH2:2][CH:3]=[CH:4]2)=[O:12]. Procedure: Methyl thiochroman-4-ol-8-carboxylate (0.337 g, 1.50 mmol) was dissolved in toluene (25 ml) and was treated with p-toluenesulphonic acid (0.028 g, 0.15 mmol). The mixture was then heated to reflux with stirring. After 2 h, the reaction mixture was allowed to cool and was washed with sodium hydrogen carbonate solution. The aqueous layer was then extracted with EtOAc (1×), and the combined organic layers were dried (Na2SO4) and evaporated under reduced pressure to give a pale yellow oil which was ... Reactants: CC(=O)O, CO, CC(C)C(C=O)N(C)C(=O)c1ccc(Cl)cc1, ClCCl, OC1CCNCC1. Yields the product CC(C)C(CN1CCC(O)CC1)N(C)C(=O)c1ccc(Cl)cc1. As a reaction SMILES: [CH3:25][C:26](=[O:27])[OH:28].[CH3:32][OH:33].[Cl:1][c:2]1[cH:3][cH:4][c:5]([C:6](=[O:7])[N:8]([CH:9]([CH:10]=[O:11])[CH:12]([CH3:13])[CH3:14])[CH3:15])[cH:16][cH:17]1.[Cl:29][CH2:30][Cl:31].[NH:18]1[CH2:19][CH2:20][CH:21]([OH:24])[CH2:22][CH2:23]1>>[Cl:1][c:2]1[cH:3][cH:4][c:5]([C:6](=[O:7])[N:8]([CH:9]([CH2:10][N:18]2[CH2:19][CH2:20][CH:21]([OH:24])[CH2:22][CH2:23]2)[CH:12]([CH3:13])[CH3:14])[CH3:15])[cH:16][cH:17]1.